Dataset: the Open Reaction Database (ORD), a public repository of structured organic reaction records. Task: describe an organic reaction: reactants, conditions, products, and yield Reactants: O=C(O)c1cn(C2CC2)c2c(F)c(F)c(F)cc2c1=O, NC1CNCC1n1ccnn1, c1ccncc1. Yields the product NC1CN(c2c(F)cc3c(=O)c(C(=O)O)cn(C4CC4)c3c2F)CC1n1ccnn1. RXN SMILES: [CH:1]1([n:4]2[cH:5][c:6]([C:18](=[O:19])[OH:20])[c:7](=[O:17])[c:8]3[cH:9][c:10]([F:16])[c:11]([F:15])[c:12]([F:14])[c:13]23)[CH2:2][CH2:3]1.[NH2:21][CH:22]1[CH2:23][NH:24][CH2:25][CH:26]1[n:27]1[n:28][n:29][cH:30][cH:31]1.[cH:32]1[cH:33][cH:34][n:35][cH:36][cH:37]1>>[CH:1]1([n:4]2[cH:5][c:6]([C:18](=[O:19])[OH:20])[c:7](=[O:17])[c:8]3[cH:9][c:10]([F:16])[c:11]([N:24]4[CH2:23][CH:22]([NH2:21])[CH:26]([n:27]5[n:28][n:29][cH:30][cH:31]5)[CH2:25]4)[c:12]([F:14])[c:13]23)[CH2:2][CH2:3]1. Starting materials: N[C@H]1[C@H]2SCC(=C(N2C1=O)C(=O)O)CSC1=CC(=NC=2N1N=C(N2)CO)C ((6R,7R)-7-Amino-3-[[[2-(hydroxymethyl)-5-methyl-s-triazolo[1,5-a]pyrimidin-7-yl]thio]methyl]-8-oxo-5-thia-1azabicyclo[4.2.0]oct-2-ene-2-carboxylic acid), OC=1C=C(C(=O)O)C=CC1O (3,4-dihydroxybenzoic acid), solution, B(F)(F)F (boron trifluoride), ice water, solution, B(F)(F)F (boron trifluoride). Solvent: C(C)#N (acetonitrile), C(C)#N (acetonitrile). Conditions: time 2 hour. Yields the product N[C@H]1[C@H]2SCC(=C(N2C1=O)C(=O)O)CSC1=CC(=NC=2N1N=C(N2)COC(C2=CC(=C(C=C2)O)O)=O)C ((6R,7R)-7-amino-3-[[[2-[[(3,4-dihydroxybenzoyl)oxy]methyl]-5-methyl-s-triazolo[1,5-a]pyrimidin-7-yl]thio]methyl]-8-oxo-5-thia-1-azabicyclo[4.2.0]oct-2-ene-2-carboxylic acid). Isolated yield 29.4%. RXN SMILES: [NH2:1][C@@H:2]1[C:9](=[O:10])[N:8]2[C@@H:3]1[S:4][CH2:5][C:6]([CH2:14][S:15][C:16]1[N:21]3[N:22]=[C:23]([CH2:25][OH:26])[N:24]=[C:20]3[N:19]=[C:18]([CH3:27])[CH:17]=1)=[C:7]2[C:11]([OH:13])=[O:12].[OH:28][C:29]1[CH:30]=[C:31]([CH:35]=[CH:36][C:37]=1[OH:38])[C:32](O)=[O:33].B(F)(F)F>C(#N)C>[NH2:1][C@@H:2]1[C:9](=[O:10])[N:8]2[C@@H:3]1[S:4][CH2:5][C:6]([CH2:14][S:15][C:16]1[N:21]3[N:22]=[C:23]([CH2:25][O:26][C:32](=[O:33])[C:31]4[CH:35]=[CH:36][C:37]([OH:38])=[C:29]([OH:28])[CH:30]=4)[N:24]=[C:20]3[N:19]=[C:18]([CH3:27])[CH:17]=1)=[C:7]2[C:11]([OH:13])=[O:12]. Procedure details: (6R,7R)-7-Amino-3-[[[2-(hydroxymethyl)-5-methyl-s-triazolo[1,5-a]pyrimidin-7-yl]thio]methyl]-8-oxo-5-thia-1azabicyclo[4.2.0]oct-2-ene-2-carboxylic acid (4.08 g) (known from EPOS 302,633) and 1.54 g of 3,4-dihydroxybenzoic acid are treated with 30 ml of a 20% solution of boron trifluoride in acetonitrile and stirred at room temperature for 2 hours. A further 25 ml of a 20% solution of boron trifluoride in acetonitrile are added; the reaction mixture is stirred at room temperature under argon for ... Reactants: Cl.FC=1C=NC(=NC1)[C@H](C)N ((5)-1-(5-fluoropyrimidin-2-yl)ethanamine hydrochloride), ClC1=NC=C(C(=N1)NC1=NNC(=C1)C)Cl (2,5-dichloro-N-(5-methyl-1H-pyrazol-3-yl)pyrimidin-4-amine), CCN(C(C)C)C(C)C (DIPEA). The solvent is CCCCO (n-BuOH). Run at temperature 180 celsius. Product: ClC=1C(=NC(=NC1)N[C@@H](C)C1=NC=C(C=N1)F)NC1=NNC(=C1)C (5-Chloro-N2-[(1S)-1-(5-fluoropyrimidin-2-yl)ethyl]-N4-(5-methyl-1H-pyrazol-3-yl)pyrimidine-2,4-diamine). Isolated yield 57.3%. RXN SMILES: Cl.[F:2][C:3]1[CH:4]=[N:5][C:6]([C@@H:9]([NH2:11])[CH3:10])=[N:7][CH:8]=1.Cl[C:13]1[N:18]=[C:17]([NH:19][C:20]2[CH:24]=[C:23]([CH3:25])[NH:22][N:21]=2)[C:16]([Cl:26])=[CH:15][N:14]=1.CCN(C(C)C)C(C)C>CCCCO>[Cl:26][C:16]1[C:17]([NH:19][C:20]2[CH:24]=[C:23]([CH3:25])[NH:22][N:21]=2)=[N:18][C:13]([NH:11][C@H:9]([C:6]2[N:7]=[CH:8][C:3]([F:2])=[CH:4][N:5]=2)[CH3:10])=[N:14][CH:15]=1 |f:0.1|. Procedure details: A mixture of (5)-1-(5-fluoropyrimidin-2-yl)ethanamine hydrochloride (Method 7, 80 mg), 2,5-dichloro-N-(5-methyl-1H-pyrazol-3-yl)pyrimidin-4-amine (Method 9, 122 mg) and DIPEA (0.134 ml) in n-BuOH (2.5 ml) was charged into a microwave reaction vessel. The vessel was sealed and heated in microwave reactor at 180° C. for 6 hours. The solvent was removed under reduced pressure and the residue was purified by Gilson (10-50% MeCN/H2O, 15 min) to give the titled compound as solid (90 mg). NMR 10.34 (s,... The reactants are O (water), [N+](=O)([O-])C1=CC=C(C=C1)SC1=C2C=CN=CC2=CC=C1 (5-(4-Nitrophenylsulfanyl)isoquinoline), OOS(=O)[O-].[K+] (OXONE), [OH-].[Na+] (sodium hydroxide), O (water). The solvent is S(O)(O)(=O)=O (sulfuric acid). Reaction conditions: time 1 hour. The product is [N+](=O)([O-])C1=CC=C(C=C1)S(=O)(=O)C1=C2C=CN=CC2=CC=C1 (5-(4-nitrophenylsulfonyl)isoquinoline). The yield is 88.8%. As a reaction SMILES: [N+:1]([C:4]1[CH:9]=[CH:8][C:7]([S:10][C:11]2[CH:20]=[CH:19][CH:18]=[C:17]3[C:12]=2[CH:13]=[CH:14][N:15]=[CH:16]3)=[CH:6][CH:5]=1)([O-:3])=[O:2].OOS([O-])=O.[K+].[OH-:27].[Na+].[OH2:29]>S(=O)(=O)(O)O>[N+:1]([C:4]1[CH:5]=[CH:6][C:7]([S:10]([C:11]2[CH:20]=[CH:19][CH:18]=[C:17]3[C:12]=2[CH:13]=[CH:14][N:15]=[CH:16]3)(=[O:29])=[O:27])=[CH:8][CH:9]=1)([O-:3])=[O:2] |f:1.2,3.4|. Procedure details: 5-(4-Nitrophenylsulfanyl)isoquinoline 2.01 g (7.1 mmol) was dissolved in concentrated sulfuric acid 20 ml, OXONE (trademark) 10.80 g (17.6 mmol) was added in portions, and the mixture was stirred at room temperature for 1 hour. After water was added to the reaction mixture, the solution was neutralized with a solution of 4 N sodium hydroxide in water and extracted with ethyl acetate. The organic layer was washed with a saturated sodium chloride, dried over anhydrous sodium sulfate and concentrat... Reaction SMILES: [CH:1]1[N:9]([C@@H:10]2[O:14][C@H:13]([CH2:15][OH:16])[C@@H:12]([OH:17])[C@@H:11]2[OH:18])[C:8]2[C:3](=[C:4]([NH2:20])[N:5]=[C:6]([F:19])[N:7]=2)[N:2]=1.[P:21]([O-:25])([O-:24])([O-:23])=[O:22].C(=O)([O-])[O-].[K+:30].[K+].CC(C)=O>O>[CH:1]1[N:9]([C@@H:10]2[O:14][C@H:13]([CH2:15][OH:16])[C@@H:12]([OH:17])[C@@H:11]2[OH:18])[C:8]2[C:3](=[C:4]([NH2:20])[N:5]=[C:6]([F:19])[N:7]=2)[N:2]=1.[K+:30].[K+:30].[P:21]([OH:25])([O-:24])([O-:23])=[O:22] |f:0.1,2.3.4,7.8.9.10|. Reactants: C([O-])([O-])=O.[K+].[K+] (potassium carbonate), C1=NC2=C(N=C(N=C2N1[C@H]3[C@H]([C@@H]([C@H](O3)CO)O)O)F)N.P(=O)([O-])([O-])[O-] (fludarabine phosphate), CC(=O)C (acetone). Run in O (water). The product is C1=NC2=C(N=C(N=C2N1[C@H]3[C@H]([C@@H]([C@H](O3)CO)O)O)F)N.[K+].[K+].P(=O)([O-])([O-])O (fludarabine phosphate dipotassium salt). Reported procedure: 5.0 g of fludarabine-phosphate at a purity of 96.1% is dissolved in 30 ml of water, and 6.5 ml of a potassium carbonate solution (18.5% by weight) is added to this solution below 30° C. It is stirred for 15 more minutes, then solid material is filtered out. The clear solution that is thus obtained is poured into acetone at 50° C., cooled to room temperature and stirred for 2 more hours. The deposited precipitate is filtered and washed twice with acetone. 4.5 g of fludarabine-phosphate dipotassiu... Starting materials: O.NC1=NN=NN1 (5-aminotetrazole monohydrate), C(CCC)C1=CC(=C(S1)NC1=CC=C(C=N1)C(=O)O)C(=O)O (6-[(5-butyl-3-carboxy-2-thienyl)amino]-3-pyridinecarboxylic acid), 1, 11 -carbonyldiimidazole. Run in CN(C=O)C (dimethylformamide). The product is C(CCC)C1=CC2=C(N=C3N(C2=O)C=C(C=C3)C(=O)NC3=NN=NN3)S1 (2-butyl-4-oxo-N-1H-tetrazol-5-yl-4H-pyrido[1,2-a]thieno[2,3-d]pyrimidine-7-carboxamide). As a reaction SMILES: [CH2:1]([C:5]1[S:9][C:8]([NH:10][C:11]2[N:16]=[CH:15][C:14]([C:17]([OH:19])=O)=[CH:13][CH:12]=2)=[C:7]([C:20]([OH:22])=O)[CH:6]=1)[CH2:2][CH2:3][CH3:4].O.[NH2:24][C:25]1[NH:29][N:28]=[N:27][N:26]=1>CN(C)C=O>[CH2:1]([C:5]1[S:9][C:8]2[N:10]=[C:11]3[CH:12]=[CH:13][C:14]([C:17]([NH:24][C:25]4[NH:29][N:28]=[N:27][N:26]=4)=[O:19])=[CH:15][N:16]3[C:20](=[O:22])[C:7]=2[CH:6]=1)[CH2:2][CH2:3][CH3:4] |f:1.2|. Reported procedure: A mixture of 6-[(5-butyl-3-carboxy-2-thienyl)amino]-3-pyridinecarboxylic acid (Example 39), 3.2 g (0.01 mol) and 9.93 g (0.06 mol) of 1, 11 -carbonyldiimidazole (Aldrich Chemical Company) in 100 ml of dimethylformamide is heated in a wax bath under a nitrogen atmosphere with stirring at 100° to 108° C. for seventy minutes, cooled and stirred at room temperature for one hour. To the previous mixture is added 5-aminotetrazole monohydrate (Aldrich Chemical Company), 2.06 g (0.02 mol) and the mixtur...